Dataset: the Open Reaction Database (ORD), a public repository of structured organic reaction records. Task: describe an organic reaction: reactants, conditions, products, and yield Starting materials: CCOP(=O)(Cc1ccc(Nc2ncc(C(F)(F)F)c(Cl)n2)c(OC)c1)OCC, CCOC1CCC(c2ccc(N)c3c2CN(C)C3=O)CC1. The product is CCOC1CCC(c2ccc(Nc3nc(Nc4ccc(CP(=O)(OCC)OCC)cc4OC)ncc3C(F)(F)F)c3c2CN(C)C3=O)CC1. RXN SMILES: [CH2:1]([CH3:2])[O:3][P:4]([O:5][CH2:6][CH3:7])(=[O:8])[CH2:9][c:10]1[cH:11][c:12]([O:28][CH3:29])[c:13]([NH:16][c:17]2[n:18][cH:19][c:20]([C:24]([F:25])([F:26])[F:27])[c:21]([Cl:23])[n:22]2)[cH:14][cH:15]1.[NH2:30][c:31]1[cH:32][cH:33][c:34]([CH:42]2[CH2:43][CH2:44][CH:45]([O:48][CH2:49][CH3:50])[CH2:46][CH2:47]2)[c:35]2[c:39]1[C:38](=[O:40])[N:37]([CH3:41])[CH2:36]2>>[CH2:1]([CH3:2])[O:3][P:4]([O:5][CH2:6][CH3:7])(=[O:8])[CH2:9][c:10]1[cH:11][c:12]([O:28][CH3:29])[c:13]([NH:16][c:17]2[n:18][cH:19][c:20]([C:24]([F:25])([F:26])[F:27])[c:21]([NH:30][c:31]3[cH:32][cH:33][c:34]([CH:42]4[CH2:43][CH2:44][CH:45]([O:48][CH2:49][CH3:50])[CH2:46][CH2:47]4)[c:35]4[c:39]3[C:38](=[O:40])[N:37]([CH3:41])[CH2:36]4)[n:22]2)[cH:14][cH:15]1.